describe an organic reaction: reactants, conditions, products, and yield From a dataset of the Open Reaction Database (ORD), a public repository of structured organic reaction records. Reactants: C1(=CC=CC=C1)P(C1=CC=CC=C1)C1=CC=CC=C1 (triphenylphosphine), BrC1=C2CC(C(C2=CC=2CCCC12)=O)C (4-bromo-2-methyl-3,5,6,7-tetrahydro-2H-s-indacen-1-one), CC1=C(C=C(C=C1)C)B(O)O (2,5-dimethylphenyl boronic acid), [OH-].[K+] (potassium hydroxide), crude product. The reagents and catalysts are C(C)(=O)[O-].[Pd+2].C(C)(=O)[O-] (palladium acetate). The solvent is O (water), O (water), C(OC)COC (dimethoxyethane), ClCCl (dichloromethane). Yields the product CC1C(C2=CC=3CCCC3C(=C2C1)C1=C(C=CC(=C1)C)C)=O (2-methyl-4-(2,5-dimethylphenyl)-3,5,6,7-tetrahydro-s-indacen-1(2H)-one). Isolated yield 77.0%. As a reaction SMILES: Br[C:2]1[C:13]2[CH2:12][CH2:11][CH2:10][C:9]=2[CH:8]=[C:7]2[C:3]=1[CH2:4][CH:5]([CH3:15])[C:6]2=[O:14].[CH3:16][C:17]1[CH:22]=[CH:21][C:20]([CH3:23])=[CH:19][C:18]=1B(O)O.[OH-].[K+].C1(P(C2C=CC=CC=2)C2C=CC=CC=2)C=CC=CC=1>ClCCl.C([O-])(=O)C.[Pd+2].C([O-])(=O)C.O.C(COC)OC>[CH3:15][CH:5]1[CH2:4][C:3]2[C:7](=[CH:8][C:9]3[CH2:10][CH2:11][CH2:12][C:13]=3[C:2]=2[C:18]2[CH:19]=[C:20]([CH3:23])[CH:21]=[CH:22][C:17]=2[CH3:16])[C:6]1=[O:14] |f:2.3,6.7.8|. Procedure: A mixture containing 30.0 g (107.5 mmol)) of 4-bromo-2-methyl-3,5,6,7-tetrahydro-2H-s-indacen-1-one, 410 ml of dimethoxyethane, 21.0 g (135.8 mmol) of 2,5-dimethylphenyl boronic acid, 20.0 g (321 mmol) of potassium hydroxide and 72 ml of water was degassed and the flask atmosphere replaced with nitrogen. Stirring was initiated and 0.60 g (2.7 mmol) of palladium acetate and 2.4 g (9.1 mmol) of triphenylphosphine were added. The reaction mixture was stirred at 78° C. for 4 h. After cooling, the mi... Yields the product O=C(c1ccc2c(c1)cc(C(=O)N1CCC(F)(F)CC1)n2-c1ccnc(Cl)c1)N1CCN(C2CCC2)CC1. RXN SMILES: [C:51]([O-:52])(=[O:53])[CH3:54].[C:56]([O-:57])(=[O:58])[CH3:59].[CH:1]1([N:5]2[CH2:6][CH2:7][N:8]([C:11](=[O:12])[c:13]3[cH:14][c:15]4[cH:16][c:17]([C:22](=[O:23])[N:24]5[CH2:25][CH2:26][C:27]([F:30])([F:31])[CH2:28][CH2:29]5)[nH:18][c:19]4[cH:20][cH:21]3)[CH2:9][CH2:10]2)[CH2:2][CH2:3][CH2:4]1.[Cl:32][c:33]1[n:34][cH:35][cH:36][c:37]([B:39]([OH:40])[OH:41])[cH:38]1.[Cl:48][CH2:49][Cl:50].[Cu+2:55].[cH:42]1[cH:43][cH:44][n:45][cH:46][cH:47]1>>[CH:1]1([N:5]2[CH2:6][CH2:7][N:8]([C:11](=[O:12])[c:13]3[cH:14][c:15]4[cH:16][c:17]([C:22](=[O:23])[N:24]5[CH2:25][CH2:26][C:27]([F:30])([F:31])[CH2:28][CH2:29]5)[n:18](-[c:37]5[cH:36][cH:35][n:34][c:33]([Cl:32])[cH:38]5)[c:19]4[cH:20][cH:21]3)[CH2:9][CH2:10]2)[CH2:2][CH2:3][CH2:4]1. Reactants: CC(=O)[O-], CC(=O)[O-], O=C(c1ccc2[nH]c(C(=O)N3CCC(F)(F)CC3)cc2c1)N1CCN(C2CCC2)CC1, OB(O)c1ccnc(Cl)c1, ClCCl, [Cu+2], c1ccncc1.